This data is from the Open Reaction Database (ORD), a public repository of structured organic reaction records. The task is: describe an organic reaction: reactants, conditions, products, and yield Reactants: [H-].[Al+3].[Li+].[H-].[H-].[H-] (lithium aluminum hydride), C1(=CC=CC=C1)C=1C=CC=2C[C@@H]3[C@@H]4CCCC[C@@]4(C2C1)CCN3C=O ((±)-3-phenyl-N-formylmorphinan), O (water), C(C)(=O)OCC (ethyl acetate). Solvent: O1CCCC1 (tetrahydrofuran), O1CCCC1 (tetrahydrofuran). Product: O(C1=CC=CC=C1)C=1C=CC=2C[C@@H]3[C@@H]4CCCC[C@@]4(C2C1)CCN3C ((±)-3-phenoxy-N-methylmorphinan). Isolated yield 73.0%. RXN SMILES: [H-].[Al+3].[Li+].[H-].[H-].[H-].C1(C2C=[CH:15][C:16]3[CH2:17][C@H:18]4[N:29]([CH:30]=O)[CH2:28][CH2:27][C@@:24]5([C:25]=3[CH:26]=2)[C@H:19]4[CH2:20][CH2:21][CH2:22][CH2:23]5)C=CC=CC=1.[C:32]([O:35][CH2:36][CH3:37])(=O)[CH3:33].O>O1CCCC1>[O:35]([C:36]1[CH:37]=[CH:15][C:16]2[CH2:17][C@H:18]3[N:29]([CH3:30])[CH2:28][CH2:27][C@@:24]4([C:25]=2[CH:26]=1)[C@H:19]3[CH2:20][CH2:21][CH2:22][CH2:23]4)[C:32]1[CH:24]=[CH:25][CH:16]=[CH:15][CH:33]=1 |f:0.1.2.3.4.5|. Reported procedure: To a suspension of 1.1 g of lithium aluminum hydride in 120 ml of anhydrous tetrahydrofuran, 10.8 g (0.03 mol) of crude (±)-3-phenyl-N-formylmorphinan in 50 ml of tetrahydrofuran was added dropwise. After the mixture had been refluxed for 3 hrs, it was cooled to room temperature and ethyl acetate followed by water were added dropwise. The resulting suspension was dried, filtered and the filtrate concentrated in vacuo to give a dark brown oil which was distilled, bp 170°-180° (0.05 mm Hq) to affo... The reactants are CC1(OCC2=C(O1)C=CC(=C2)[C@@H]2CN(C(O2)=O)CCCCCCOCCOCC=2C=C(C=CC2)NC(=O)NC2=CC(=CC=C2)[N+](=O)[O-])C (N-[3-({2-({6-[(5R)-5-(2,2-dimethyl-4H-1,3-benzodioxin-6-yl)-2-oxo-1,3-oxazolidin-3-yl]hexyl}oxy)ethoxy}methyl)phenyl]-N′-(3-nitrophenyl)urea). The reagents and catalysts are [Pt]=O (platinum oxide). Run in CCO (EtOH), CCOC(=O)C (EtOAc). The product is NC=1C=C(C=CC1)NC(=O)NC1=CC(=CC=C1)COCCOCCCCCCN1C(O[C@@H](C1)C1=CC2=C(OC(OC2)(C)C)C=C1)=O (N-(3-Aminophenyl)-N′-[3-({2-({6-[(5R)-5-(2,2-dimethyl-4H-1,3-benzodioxin-6-yl)-2-oxo-1,3-oxazolidin-3-yl]hexyl}oxy)ethoxy}methyl)phenyl]urea). Yield: 99.8%. As a reaction SMILES: [CH3:1][C:2]1([CH3:48])[O:7][C:6]2[CH:8]=[CH:9][C:10]([C@H:12]3[O:16][C:15](=[O:17])[N:14]([CH2:18][CH2:19][CH2:20][CH2:21][CH2:22][CH2:23][O:24][CH2:25][CH2:26][O:27][CH2:28][C:29]4[CH:30]=[C:31]([NH:35][C:36]([NH:38][C:39]5[CH:44]=[CH:43][CH:42]=[C:41]([N+:45]([O-])=O)[CH:40]=5)=[O:37])[CH:32]=[CH:33][CH:34]=4)[CH2:13]3)=[CH:11][C:5]=2[CH2:4][O:3]1>CCO.CCOC(C)=O.[Pt]=O>[NH2:45][C:41]1[CH:40]=[C:39]([NH:38][C:36]([NH:35][C:31]2[CH:32]=[CH:33][CH:34]=[C:29]([CH2:28][O:27][CH2:26][CH2:25][O:24][CH2:23][CH2:22][CH2:21][CH2:20][CH2:19][CH2:18][N:14]3[CH2:13][C@@H:12]([C:10]4[CH:9]=[CH:8][C:6]5[O:7][C:2]([CH3:1])([CH3:48])[O:3][CH2:4][C:5]=5[CH:11]=4)[O:16][C:15]3=[O:17])[CH:30]=2)=[O:37])[CH:44]=[CH:43][CH:42]=1. Procedure details: A solution of N-[3-({2-({6-[(5R)-5-(2,2-dimethyl-4H-1,3-benzodioxin-6-yl)-2-oxo-1,3-oxazolidin-3-yl]hexyl}oxy)ethoxy}methyl)phenyl]-N′-(3-nitrophenyl)urea (0.976 g) in EtOH (12 ml) and EtOAc (12 ml) was hydrogenated over platinum oxide (0.020 g) for 2 h. The mixture was filtered through celite and washed with EtOH. Solvent evaporation in vacuo gave the title compound (0.93 g). LCMS RT=3.48 min, ES+ve 633 (MH)+.